Dataset: the Open Reaction Database (ORD), a public repository of structured organic reaction records. Task: describe an organic reaction: reactants, conditions, products, and yield Starting materials: CS(=O)(=O)c1ccc(-c2ccccc2)c(C(=O)O)c1, FC(F)(F)c1ccc2c(c1)CCNC2. Product: CS(=O)(=O)c1ccc(-c2ccccc2)c(C(=O)N2CCc3cc(C(F)(F)F)ccc3C2)c1. Reaction SMILES: [CH3:15][S:16](=[O:17])(=[O:18])[c:19]1[cH:20][c:21]([C:31](=[O:32])[OH:33])[c:22](-[c:25]2[cH:26][cH:27][cH:28][cH:29][cH:30]2)[cH:23][cH:24]1.[F:1][C:2]([c:3]1[cH:4][c:5]2[c:10]([cH:11][cH:12]1)[CH2:9][NH:8][CH2:7][CH2:6]2)([F:13])[F:14]>>[F:1][C:2]([c:3]1[cH:4][c:5]2[c:10]([cH:11][cH:12]1)[CH2:9][N:8]([C:31]([c:21]1[cH:20][c:19]([S:16]([CH3:15])(=[O:17])=[O:18])[cH:24][cH:23][c:22]1-[c:25]1[cH:26][cH:27][cH:28][cH:29][cH:30]1)=[O:32])[CH2:7][CH2:6]2)([F:13])[F:14].